describe an organic reaction: reactants, conditions, products, and yield From a dataset of the Open Reaction Database (ORD), a public repository of structured organic reaction records. Starting materials: N([C@@H](CC(C)C)[C@@H](O)CC(=O)O)C(=O)OCC1=CC=CC=C1 (Z-Sta-OH), N[C@@H](C)C(=O)OC(C)(C)C (H-Ala-OC(CH3)3), C=1C=CC2=C(C1)N=NN2O (HOBt), CN1CCOCC1 (N-methylmorpholine), C1CCC(CC1)N=C=NC2CCCCC2 (DCCI). Solvent: CN(C)C=O (DMF), O (H2O). Run at time 14 hour. Yields the product N([C@@H](CC(C)C)[C@@H](O)CC(=O)N[C@@H](C)C(=O)OC(C)(C)C)C(=O)OCC1=CC=CC=C1 (Z-Sta-Ala-OC(CH3)3). RXN SMILES: [NH:1]([C:13]([O:15][CH2:16][C:17]1[CH:22]=[CH:21][CH:20]=[CH:19][CH:18]=1)=[O:14])[C@H:2]([C@H:7]([CH2:9][C:10]([OH:12])=O)[OH:8])[CH2:3][CH:4]([CH3:6])[CH3:5].[NH2:23][C@H:24]([C:26]([O:28][C:29]([CH3:32])([CH3:31])[CH3:30])=[O:27])[CH3:25].C1C=CC2N(O)N=NC=2C=1.CN1CCOCC1.C1CCC(N=C=NC2CCCCC2)CC1>CN(C=O)C.O>[NH:1]([C:13]([O:15][CH2:16][C:17]1[CH:22]=[CH:21][CH:20]=[CH:19][CH:18]=1)=[O:14])[C@H:2]([C@H:7]([CH2:9][C:10]([NH:23][C@H:24]([C:26]([O:28][C:29]([CH3:32])([CH3:31])[CH3:30])=[O:27])[CH3:25])=[O:12])[OH:8])[CH2:3][CH:4]([CH3:5])[CH3:6]. Procedure: 371 mg of Z-Sta-OH (cf. stage 1.12), 240 mg of H-Ala-OC(CH3)3 and 184 mg of HOBt×H2O are dissolved in 10 ml of DMF. After cooling the solution to 0°, 133 mg of N-methylmorpholine and 321 mg of DCCI are added. The whole is stirred for 1 hour at 0° and for 14 hours at 25°, then the DCH formed is filtered off and the filtrate is concentrated to dryness by evaporation. The residue is taken up in ethyl acetate and the solution is extracted with saturated sodium bicarbonate solution. The organic phase... Starting materials: [Br-], C#C[Mg+], CC(=O)c1cccc(-c2ccn3nc(-c4ccc(F)cc4)cc3c2)c1, C1CCOC1. The product is C#CC(C)(O)c1cccc(-c2ccn3nc(-c4ccc(F)cc4)cc3c2)c1. RXN SMILES: [Br-:26].[C:27](#[CH:28])[Mg+:29].[F:1][c:2]1[cH:3][cH:4][c:5](-[c:8]2[n:9][n:10]3[c:11]([cH:12][c:13](-[c:16]4[cH:17][c:18]([C:22]([CH3:23])=[O:24])[cH:19][cH:20][cH:21]4)[cH:14][cH:15]3)[cH:25]2)[cH:6][cH:7]1.[O:30]1[CH2:31][CH2:32][CH2:33][CH2:34]1>>[F:1][c:2]1[cH:3][cH:4][c:5](-[c:8]2[n:9][n:10]3[c:11]([cH:12][c:13](-[c:16]4[cH:17][c:18]([C:22]([CH3:23])([OH:24])[C:27]#[CH:28])[cH:19][cH:20][cH:21]4)[cH:14][cH:15]3)[cH:25]2)[cH:6][cH:7]1. The reactants are O=C([O-])[O-], CCI, CN(C)C=O, ClC(Cl)=CCOc1cc(Cl)c(OCCCOc2ccc(-c3nn[nH]n3)cc2)c(Cl)c1, [K+], [K+]. The product is CCn1nnc(-c2ccc(OCCCOc3c(Cl)cc(OCC=C(Cl)Cl)cc3Cl)cc2)n1. RXN SMILES: [C:34](=[O:35])([O-:36])[O-:37].[CH2:31]([CH3:32])[I:33].[CH3:40][N:41]([CH3:42])[CH:43]=[O:44].[Cl:1][c:2]1[c:3]([O:4][CH2:5][CH2:6][CH2:7][O:8][c:9]2[cH:10][cH:11][c:12](-[c:15]3[n:16][n:17][nH:18][n:19]3)[cH:13][cH:14]2)[c:20]([Cl:30])[cH:21][c:22]([O:24][CH2:25][CH:26]=[C:27]([Cl:28])[Cl:29])[cH:23]1.[K+:38].[K+:39]>>[Cl:1][c:2]1[c:3]([O:4][CH2:5][CH2:6][CH2:7][O:8][c:9]2[cH:10][cH:11][c:12](-[c:15]3[n:16][n:17][n:18]([CH2:31][CH3:32])[n:19]3)[cH:13][cH:14]2)[c:20]([Cl:30])[cH:21][c:22]([O:24][CH2:25][CH:26]=[C:27]([Cl:28])[Cl:29])[cH:23]1. Reactants: N1=CC=CC=C1 (pyridine), C(C)(C)C1=NC=2C(NC3=C(NC2S1)C=CC=C3)=S (2-isopropyl-4,9-dihydro-3-thia-1,4,9-triaza-benzo[f]azulene-10-thione), O(S(=O)(=O)C(F)(F)F)C (methyl triflate), COCCC[C@@H]1NCCNC1 ((S)-2-(3-methoxy-propyl)-piperazine). Solvent: ClCCl (dichloromethane). The product is COCCC[C@H]1CN(CCN1)C1=NC2=C(NC=3SC(=NC13)C(C)C)C=CC=C2 ((S)-10-[3-(3-Methoxy-propyl)-piperazin-1-yl]-2-isopropyl-4H-3-thia-1,4,9-triaza-benzo[f]azulene). RXN SMILES: [CH:1]([C:4]1[S:13][C:12]2[NH:11][C:10]3[CH:14]=[CH:15][CH:16]=[CH:17][C:9]=3[NH:8][C:7](=S)[C:6]=2[N:5]=1)([CH3:3])[CH3:2].O(C)S(C(F)(F)F)(=O)=O.[CH3:28][O:29][CH2:30][CH2:31][CH2:32][C@H:33]1[CH2:38][NH:37][CH2:36][CH2:35][NH:34]1.N1C=CC=CC=1>ClCCl>[CH3:28][O:29][CH2:30][CH2:31][CH2:32][C@@H:33]1[NH:34][CH2:35][CH2:36][N:37]([C:7]2[C:6]3[N:5]=[C:4]([CH:1]([CH3:3])[CH3:2])[S:13][C:12]=3[NH:11][C:10]3[CH:14]=[CH:15][CH:16]=[CH:17][C:9]=3[N:8]=2)[CH2:38]1. Procedure: Combine 2-isopropyl-4,9-dihydro-3-thia-1,4,9-triaza-benzo[f]azulene-10-thione (0.5 g, 1.816 mmol), methyl triflate (0.306 mL, 2.723 mmol) in dichloromethane (4 mL) and stir at ambient temperature for 2 hours. Evaporate the mixture uner reduced pressure and then combine the residue with (S)-2-(3-methoxy-propyl)-piperazine (0.287 g, 1.816 mmol) and pyridine (4 mL) and reflux for 8 hours. Concentrate the reaction mixture under reduced pressure and dilute the residue with ethyl acetata. Wash the org... The reactants are O=C([O-])[O-], CC#N, CI, [K+], [K+], O=S1(=O)N=CNc2cccnc21. Product: CN1C=NS(=O)(=O)c2ncccc21. As a reaction SMILES: [C:1](=[O:2])([O-:3])[O-:4].[CH3:21][C:22]#[N:23].[I:7][CH3:8].[K+:5].[K+:6].[S:9]1(=[O:19])(=[O:20])[N:10]=[CH:11][NH:12][c:13]2[c:14]1[n:15][cH:16][cH:17][cH:18]2>>[CH3:8][N:12]1[CH:11]=[N:10][S:9](=[O:19])(=[O:20])[c:14]2[c:13]1[cH:18][cH:17][cH:16][n:15]2.